This data is from the Open Reaction Database (ORD), a public repository of structured organic reaction records. The task is: describe an organic reaction: reactants, conditions, products, and yield Starting materials: [OH-].[Na+] (sodium hydroxide), ClC=1C=C(N)C=C(C1)Cl (3,5-dichloroaniline), C(C)C(C(=O)[O-])=O (ethylglyoxalate), FC1=CC=C(C=C)C=C1 (4-fluorostyrene), FC(C(=O)O)(F)F (trifluoroacetic acid). Run in C(C)#N (acetonitrile), C(C)O (ethanol). The product is ClC1=C2C(CC(NC2=CC(=C1)Cl)C(=O)O)C1=CC=C(C=C1)F (5,7-dichloro-4-(4-fluorophenyl)-1,2,3,4-tetrahydroquinoline-2-carboxylic Acid). Reaction SMILES: [Cl:1][C:2]1[CH:3]=[C:4]([CH:6]=[C:7]([Cl:9])[CH:8]=1)[NH2:5].[CH2:10]([C:12](=O)[C:13]([O-:15])=[O:14])[CH3:11].[F:17][C:18]1[CH:25]=[CH:24][C:21](C=C)=[CH:20][CH:19]=1.FC(F)(F)C(O)=O.[OH-].[Na+]>C(#N)C.C(O)C>[Cl:1][C:2]1[CH:8]=[C:7]([Cl:9])[CH:6]=[C:4]2[C:3]=1[CH:11]([C:21]1[CH:24]=[CH:25][C:18]([F:17])=[CH:19][CH:20]=1)[CH2:10][CH:12]([C:13]([OH:15])=[O:14])[NH:5]2 |f:4.5|. Reported procedure: Compound 31 was prepared by the basic process from 5.0 mmol 3,5-dichloroaniline, 5.5 mmol ethylglyoxalate solution (50% toluene), 15.0 mmol 4-fluorostyrene and 5.0 mmol trifluoroacetic acid in 30.0 ml acetonitrile. Subsequent saponification was carried out using 1.0 ml of sodium hydroxide solution (6N water) in 20.0 ml of ethanol. The reactants are ClC=1NC2=C(N1)C=CC=C2 (2-chlorobenzimidazole), [N+](=O)(O)[O-] (HNO3), ice H2O. Run at time 8 hour. The product is ClC=1NC2=C(N1)C=CC(=C2)[N+](=O)[O-] (2-Chloro-5-nitrobenzimidazole). Reaction SMILES: [Cl:1][C:2]1[NH:3][C:4]2[CH:10]=[CH:9][CH:8]=[CH:7][C:5]=2[N:6]=1.[N+:11]([O-])([OH:13])=[O:12]>>[Cl:1][C:2]1[NH:3][C:4]2[CH:10]=[C:9]([N+:11]([O-:13])=[O:12])[CH:8]=[CH:7][C:5]=2[N:6]=1. Procedure details: To 210 mL of fuming HNO3, 2-chlorobenzimidazole (13.42 g, 87.95 mmole) was added portionwise over a period of 10 min with stirring and ice-H2O cooling. After the addition, the cooling bath was removed and stirring was continued at room temperature overnight. This reaction mixture was cooled to ~0° C., poured into 300 mL of ice, and neutralized carefully with conc. NH4OH to ~pH 8. The resulting suspension was filtered. The yellowish solid product was washed with portions of H2O and air-dried. The... Reactants: C(\C=C\C(=O)O)(=O)O (Fumaric acid), C(C)N(CC(C)N1C2=CC=CC=C2SC=2C=CC(=CC12)C(=O)NCC(C)C)CC (10-[(2RS)-1-diethylamino-2-propyl]-N-(2-methylpropyl)-2-phenothiazinecarboxamide). Run in CC(C)O (2-propanol), CC(C)O (2-propanol). Product: C(\C=C\C(=O)O)(=O)O.C(C)N(CC(C)N1C2=CC=CC=C2SC=2C=CC(=CC12)C(=O)NCC(C)C)CC (10-[(2RS)-1-diethylamino-2-propyl]-N-(2-methylpropyl)-2-phenothiazinecarboxamide fumarate). The yield is 80.5%. RXN SMILES: [C:1]([OH:8])(=[O:7])/[CH:2]=[CH:3]/[C:4]([OH:6])=[O:5].[CH2:9]([N:11]([CH2:36][CH3:37])[CH2:12][CH:13]([N:15]1[C:28]2[CH:27]=[C:26]([C:29]([NH:31][CH2:32][CH:33]([CH3:35])[CH3:34])=[O:30])[CH:25]=[CH:24][C:23]=2[S:22][C:21]2[C:16]1=[CH:17][CH:18]=[CH:19][CH:20]=2)[CH3:14])[CH3:10]>CC(O)C>[C:1]([OH:8])(=[O:7])/[CH:2]=[CH:3]/[C:4]([OH:6])=[O:5].[CH2:36]([N:11]([CH2:9][CH3:10])[CH2:12][CH:13]([N:15]1[C:28]2[CH:27]=[C:26]([C:29]([NH:31][CH2:32][CH:33]([CH3:35])[CH3:34])=[O:30])[CH:25]=[CH:24][C:23]=2[S:22][C:21]2[C:16]1=[CH:17][CH:18]=[CH:19][CH:20]=2)[CH3:14])[CH3:37] |f:3.4|. Reported procedure: Fumaric acid (0.18 g) dissolved in 2-propanol (7.5 cc) under reflux is added to a solution of 10-[(2RS)-1-diethylamino-2-propyl]-N-(2-methylpropyl)-2-phenothiazinecarboxamide (0.62 g) in boiling 2-propanol (7.5 cc). The mixture is concentrated to dryness under reduced pressure (30 mm Hg; 4 kPa) at 40° C. and the residue is stirred in isopropyl ether (50 cc). The solid is separated by filtration on sintered glass, washed with isopropyl ether (10 cc) and dried under reduced pressure (5 mm Hg; 0.7 ... Run at time 30 minute. Reaction SMILES: [CH3:1][O:2][C:3]1[CH:4]=[N:5][CH:6]=[C:7]([O:13][CH3:14])[C:8]=1[CH2:9][CH2:10][CH2:11][OH:12].C1(P(C2C=CC=CC=2)C2C=CC=CC=2)C=CC=CC=1.N(C(OC(C)C)=O)=NC(OC(C)C)=O.[Br:48][C:49]1[CH:50]=[C:51]([CH:60]=[CH:61][CH:62]=1)[O:52][C:53]1[C:58](O)=[CH:57][CH:56]=[CH:55][N:54]=1>C1COCC1>[Br:48][C:49]1[CH:50]=[C:51]([CH:60]=[CH:61][CH:62]=1)[O:52][C:53]1[C:58]([O:12][CH2:11][CH2:10][CH2:9][C:8]2[C:3]([O:2][CH3:1])=[CH:4][N:5]=[CH:6][C:7]=2[O:13][CH3:14])=[CH:57][CH:56]=[CH:55][N:54]=1. Procedure details: 3-(3,5-Dimethoxypyridin-4-yl)-1-propanol (0.60 g, 3.0 mmol) obtained in Example 1 and triphenylphosphine (1.18 g, 4.5 mmol) are dissolved in THF (30 ml), and thereto are successively added with stirring diisopropyl azodicarboxylate (0.78 g, 3.9 mmol) and 2-(3-bromophenoxy)-3-pyridinol (1.04 g, 3.9 mmol) obtained in Reference Example 11 under ice-cooling. The mixture is stirred at room temperature for 30 minutes, and the reaction solution is concentrated under reduced pressure. To the residue is ... Solvent: C1CCOC1 (THF). The reactants are COC=1C=NC=C(C1CCCO)OC (3-(3,5-dimethoxypyridin-4-yl)-1-propanol), C1(=CC=CC=C1)P(C1=CC=CC=C1)C1=CC=CC=C1 (triphenylphosphine), N(=NC(=O)OC(C)C)C(=O)OC(C)C (diisopropyl azodicarboxylate), BrC=1C=C(OC2=NC=CC=C2O)C=CC1 (2-(3-bromophenoxy)-3-pyridinol). Yields the product BrC=1C=C(OC2=NC=CC=C2OCCCC2=C(C=NC=C2OC)OC)C=CC1 (2-(3-bromophenoxy)-3-[3-(3,5-dimethoxypyridin-4-yl)propoxyl]pyridine). Reactants: NCC1C(C=2C(=C3C=C(C(NC3=C(C2)C)=O)C)O1)C.Cl (2-(Aminomethyl)-3,5,8-trimethyl-2,3,6,7-tetrahydrofuro[2,3-f]quinoline-7-one·HCl), [H][H] (hydrogen). The reagents and catalysts are [Pd] (palladium-on-carbon). The solvent is O (water). Yields the product NCC1C(C=2C(=C3CC(C(NC3=C(C2)C)=O)C)O1)C.Cl (2-(Aminomethyl)-3,5,8-trimethyl-2,3,6,7,8,9-hexahydrofuro[2,3-f]quinoline-7-one·HCl). Isolated yield 59.3%. RXN SMILES: [NH2:1][CH2:2][CH:3]1[O:18][C:6]2=[C:7]3[C:12](=[C:13]([CH3:15])[CH:14]=[C:5]2[CH:4]1[CH3:19])[NH:11][C:10](=[O:16])[C:9]([CH3:17])=[CH:8]3.[ClH:20].[H][H]>O.[Pd]>[NH2:1][CH2:2][CH:3]1[O:18][C:6]2=[C:7]3[C:12](=[C:13]([CH3:15])[CH:14]=[C:5]2[CH:4]1[CH3:19])[NH:11][C:10](=[O:16])[CH:9]([CH3:17])[CH2:8]3.[ClH:20] |f:0.1,5.6|. Procedure details: The trans compound obtained in Example 297 (380 mg, 1.29 mmol) was dissolved in water (30 ml). To the solution, 10% palladium-on-carbon (400 mg) was added. The mixture was stirred at 80° C. for 2 days in the stream of hydrogen. After removing the catalyst by filtration, the filtrate was distilled off under reduced pressure, and the residue was subjected to recrystallization from methanol-ether to obtain 227 mg of the title compound in a trans form as colorless crystals (59%). By a similar proced... The reactants are N[C@H](CO)C ((S)-2-aminopropan-1-ol), Cl.N[C@H](CO)C1=CC(=C(C=C1)Cl)F ((S)-2-Amino-2-(4-chloro-3-fluoro-phenyl)ethanol hydrochloride), NC1CCOCC1 (4-amino-tetrahydropyran), Cl.FC=1C=C(C=CC1OC)[C@H](N)C=1C=NN(C1)C ((S)-(3-Fluoro-4-methoxyphenyl)(1-methyl-1H-pyrazol-4-yl)methanamine hydrochloride). Product: ClC1=C(C=C(C=C1)[C@@H](CO)NC(=O)C=1C=C2C=C(N=CC2=CC1)NC1CCOCC1)F (3-(Tetrahydro-pyran-4-ylamino)-isoquinoline-6-carboxylic acid [(S)-1-(4-chloro-3-fluoro-phenyl)-2-hydroxy-ethyl]-amide). Reaction SMILES: N[C@@H:2]([CH3:5])[CH2:3][OH:4].[NH2:6][CH:7]1[CH2:12][CH2:11][O:10][CH2:9][CH2:8]1.Cl.FC1C=[C:17]([C@@H:23]([C:25]2C=N[N:28]([CH3:30])[CH:29]=2)N)[CH:18]=[CH:19]C=1OC.Cl.[NH2:32][C@@H:33]([C:36]1[CH:41]=[CH:40][C:39]([Cl:42])=[C:38]([F:43])[CH:37]=1)[CH2:34][OH:35]>>[Cl:42][C:39]1[CH:40]=[CH:41][C:36]([C@H:33]([NH:32][C:3]([C:2]2[CH:5]=[C:23]3[C:17](=[CH:18][CH:19]=2)[CH:30]=[N:28][C:29]([NH:6][CH:7]2[CH2:12][CH2:11][O:10][CH2:9][CH2:8]2)=[CH:25]3)=[O:4])[CH2:34][OH:35])=[CH:37][C:38]=1[F:43] |f:2.3,4.5|. Procedure details: 3-(Tetrahydro-pyran-4-ylamino)-isoquinoline-6-carboxylic acid [(S)-1-(4-chloro-3-fluoro-phenyl)-2-hydroxy-ethyl]-amide (II-12) was prepared analogously except in step 2, (S)-2-aminopropan-1-ol was replaced with 4-amino-tetrahydropyran and in step 5, 50c was replaced with (S)-2-amino-2-(4-chloro-3-fluoro-phenyl)ethanol hydrochloride (62e). 1H NMR (400 MHz, DMSO-d6) δ 8.91 (s, 1H), 8.83 (d, J=7.9 Hz, 1H), 8.10 (s, 1H), 7.85 (d, J=8.6 Hz, 1H), 7.55 (t, J=8.1 Hz, 1H), 7.53 (dd, J=8.6, 1.6 Hz, 1H), 7...